Dataset: the Open Reaction Database (ORD), a public repository of structured organic reaction records. Task: describe an organic reaction: reactants, conditions, products, and yield Starting materials: N1=CC=CC=C1 (Pyridine), C(C1=CC=CC=C1)C=1C(=NC=C(N1)C1=CC=CC=C1)NC(C(=O)O)CC (2-((3-benzyl-5-phenylpyrazin-2-yl)amino)butanoic acid), C1(CCCCC1)N=C=NC1CCCCC1 (N,N′-Dicyclohexylcarbodiimide). Solvent: C(Cl)Cl (DCM). Conditions: time 1 hour. Yields the product C(C1=CC=CC=C1)C1=C2N(C=C(N1)C1=CC=CC=C1)C(C(=N2)CC)=O (8-benzyl-2-ethyl-6-phenylimidazo[1,2-a]pyrazin-3(7H)-one). Yield: 89.0%. As a reaction SMILES: [CH2:1]([C:8]1[C:9]([NH:20][CH:21]([CH2:25][CH3:26])[C:22]([OH:24])=O)=[N:10][CH:11]=[C:12]([C:14]2[CH:19]=[CH:18][CH:17]=[CH:16][CH:15]=2)[N:13]=1)[C:2]1[CH:7]=[CH:6][CH:5]=[CH:4][CH:3]=1.N1C=CC=CC=1.C1(N=C=NC2CCCCC2)CCCCC1>C(Cl)Cl>[CH2:1]([C:8]1[NH:13][C:12]([C:14]2[CH:15]=[CH:16][CH:17]=[CH:18][CH:19]=2)=[CH:11][N:10]2[C:22](=[O:24])[C:21]([CH2:25][CH3:26])=[N:20][C:9]=12)[C:2]1[CH:7]=[CH:6][CH:5]=[CH:4][CH:3]=1. Procedure: 2-((3-benzyl-5-phenylpyrazin-2-yl)amino)butanoic acid was dissolved in DCM (10 mL). Pyridine (0.5 mL) was added followed by N,N′-Dicyclohexylcarbodiimide (137 mg, 0.67 mmol). The reaction mixture was slowly stirred at room temperature for 1 hr. The solvent was evaporated, and the residue purified by flash chromatography (eluting solvent: EtOAc to DCM to 10% methanol in DCM) to give the product as a yellow powder (110 mg, 89%). 1H NMR (300 MHz, CD3OD, δ): 7.26 (m, 3H), 6.84-7:07 (m, 8H), 4.03 (s,... The reactants are FC1=C(C=C(C=N1)C(C)N1CCOCC1)C1=NC(=NC(=C1)SC)C (4-(1-(6-fluoro-5-(2-methyl-6-(methylthio)pyrimidin-4-yl)pyridin-3-yl)ethyl)morpholine), NC=1C=C(C(=NC1)Cl)NS(=O)(=O)C (N-(5-amino-2-chloropyridin-3-yl)methanesulfonamide), C[Si](C)(C)[N-][Si](C)(C)C.[Na+] (Sodium bis(trimethylsilyl)amide). The solvent is C1CCOC1 (THF), C1CCOC1 (THF). Reaction conditions: temperature 0 celsius, time 10 minute. Yields the product ClC1=NC=C(C=C1NS(=O)(=O)C)NC1=NC=C(C=C1C1=NC(=NC(=C1)SC)C)C(C)N1CCOCC1 (N-(2-Chloro-5-(3-(2-Methyl-6-(Methylthio)Pyrimidin-4-yl)-5-(1-Morpholinoethyl)Pyridin-2-Ylamino)Pyridin-3-yl)Methanesulfonamide). Isolated yield 69.3%. Reaction SMILES: F[C:2]1[N:7]=[CH:6][C:5]([CH:8]([N:10]2[CH2:15][CH2:14][O:13][CH2:12][CH2:11]2)[CH3:9])=[CH:4][C:3]=1[C:16]1[CH:21]=[C:20]([S:22][CH3:23])[N:19]=[C:18]([CH3:24])[N:17]=1.[NH2:25][C:26]1[CH:27]=[C:28]([NH:33][S:34]([CH3:37])(=[O:36])=[O:35])[C:29]([Cl:32])=[N:30][CH:31]=1.C[Si]([N-][Si](C)(C)C)(C)C.[Na+]>C1COCC1>[Cl:32][C:29]1[C:28]([NH:33][S:34]([CH3:37])(=[O:36])=[O:35])=[CH:27][C:26]([NH:25][C:2]2[C:3]([C:16]3[CH:21]=[C:20]([S:22][CH3:23])[N:19]=[C:18]([CH3:24])[N:17]=3)=[CH:4][C:5]([CH:8]([N:10]3[CH2:15][CH2:14][O:13][CH2:12][CH2:11]3)[CH3:9])=[CH:6][N:7]=2)=[CH:31][N:30]=1 |f:2.3|. Procedure details: To a flame dry 15 mL round-bottom flask was added 4-(1-(6-fluoro-5-(2-methyl-6-(methylthio)pyrimidin-4-yl)pyridin-3-yl)ethyl)morpholine (0.160 g, 0.459 mmol), N-(5-amino-2-chloropyridin-3-yl)methanesulfonamide (0.122 g, 0.551 mmol), and THF (4.0 mL). The mixture was cooled to 0° C. under N2. Sodium bis(trimethylsilyl)amide, 1.0 m in THF (Aldrich) (1.837 mL, 1.837 mmol) was then added to the solution in one portion. The now dark burgundy color mixture was stirred at 0° C. for 10 min then warmed u... Reactants: [BH4-].[Na+] (Sodium borohydride), C(C)OC(=O)C=1SC=C(N1)C(C)C (4-(1-methylethyl)thiazole-2-carboxylic acid ethyl ester), [BH4-].[Na+] (sodium borohydride), ester. The solvent is C(C)O (ethanol). Conditions: time 8 hour. Product: CC(C)C=1N=C(SC1)CO (4-(1-Methylethyl)thiazole-2-methanol). The yield is 82.0%. Reaction SMILES: [BH4-].[Na+].C([O:5][C:6]([C:8]1[S:9][CH:10]=[C:11]([CH:13]([CH3:15])[CH3:14])[N:12]=1)=O)C>C(O)C>[CH3:14][CH:13]([C:11]1[N:12]=[C:8]([CH2:6][OH:5])[S:9][CH:10]=1)[CH3:15] |f:0.1|. Procedure: Sodium borohydride (40.4 g, 1.07 mol) was added in portions over 5-6 min to a cooled (5° C.) solution of 4-(1-methylethyl)thiazole-2-carboxylic acid ethyl ester (Example 12; 193 g, 0.97 mol) in ethanol (1.0 L). The solution was allowed then to stir at room temperature overnight. Examination of the reaction by tlc showed that a minor amount of starting ester remained. A second portion of sodium borohydride (4.0 g, 107 mmol) was added and after the mixture was stirred at ambient temperature for 40... Conditions: time 2 hour. Product: Cl.Cl.C(CC)NC(=O)NC(=N)NCC1=NC=CC=C1 (1-(Propylcarbamoyl)-3-(2-pyridylmethyl)guanidine dihydrochloride). The solvent is C1CCOC1 (THF), C1CCOC1 (THF), CC#N (CH3CN). Starting materials: S(=O)(=O)(O)O.N1=C(C=CC=C1)CNC(=N)N (1-(2-Pyridylmethyl)guanidine sulfate), [OH-].[Na+] (NaOH), C(Cl)(Cl)Cl (CHCl3), [O-]S(=O)(=O)[O-].[Na+].[Na+] (Na2SO4), N-propyl isocyanate, [O-]S(=O)(=O)[O-].[Na+].[Na+] (Na2SO4), C(Cl)(Cl)Cl (CHCl3). Reaction SMILES: S(O)(O)(=O)=O.[N:6]1[CH:11]=[CH:10][CH:9]=[CH:8][C:7]=1[CH2:12][NH:13][C:14]([NH2:16])=[NH:15].[OH-:17].[Na+].[O-]S([O-])(=O)=O.[Na+].[Na+].C(Cl)(Cl)[Cl:27]>C1COCC1.CC#N>[ClH:27].[ClH:27].[CH2:7]([NH:6][C:11]([NH:15][C:14]([NH:13][CH2:12][C:7]1[CH:8]=[CH:9][CH:10]=[CH:11][N:6]=1)=[NH:16])=[O:17])[CH2:8][CH3:9] |f:0.1,2.3,4.5.6,10.11.12|. Procedure: 1-(2-Pyridylmethyl)guanidine sulfate (13.15 g) and 10 ml of CHCl3 are added to a vigorously stirred solution of 50% aqueous NaOH (5.2 g) and THF (15 ml). The mixture is stirred at RT for 2 hours. A 5 gram portion of solid anhydrous Na2SO4 is added and the mixture is stirred at room temperature for an additional hour. 100 ml of CHCl3 and 50 ml of CH3CN are added to the vigorously stirred mixture followed by an additional 5 g portion of Na2SO4. A solution of N-propyl isocyanate (5.11 g) and 75 ml ... Starting materials: COc1ccc2ccc(S(=O)(=O)Cl)cc2c1, ClCCl, Cl, N#Cc1ccc(CN2CCC(N)C2=O)o1. The product is COc1ccc2ccc(S(=O)(=O)NC3CCN(Cc4ccc(C#N)o4)C3=O)cc2c1. RXN SMILES: [CH3:17][O:18][c:19]1[cH:20][cH:21][c:22]2[cH:23][cH:24][c:25]([S:29](=[O:30])(=[O:31])[Cl:32])[cH:26][c:27]2[cH:28]1.[Cl:33][CH2:34][Cl:35].[ClH:1].[NH2:2][CH:3]1[C:4](=[O:16])[N:5]([CH2:8][c:9]2[cH:10][cH:11][c:12]([C:14]#[N:15])[o:13]2)[CH2:6][CH2:7]1>>[NH:2]([CH:3]1[C:4](=[O:16])[N:5]([CH2:8][c:9]2[cH:10][cH:11][c:12]([C:14]#[N:15])[o:13]2)[CH2:6][CH2:7]1)[S:29]([c:25]1[cH:24][cH:23][c:22]2[cH:21][cH:20][c:19]([O:18][CH3:17])[cH:28][c:27]2[cH:26]1)(=[O:30])=[O:31]. The reactants are C(=O)([O-])[O-].[K+].[K+] (K2CO3), OC1=C(C(=O)O)C=C(C=C1)C(C)C (2-hydroxy-5-(1-methylethyl)benzoic acid), BrCC1=CC=CC=C1 ((bromomethyl)benzene). The solvent is CC(=O)C (acetone). Yields the product CC(C)C=1C=CC(=C(C(=O)OCC2=CC=CC=C2)C1)OCC1=CC=CC=C1 (Phenylmethyl 5-(1-methylethyl)-2-[(phenylmethyl)oxy]benzoate). As a reaction SMILES: C([O-])([O-])=O.[K+].[K+].[OH:7][C:8]1[CH:16]=[CH:15][C:14]([CH:17]([CH3:19])[CH3:18])=[CH:13][C:9]=1[C:10]([OH:12])=[O:11].Br[CH2:21][C:22]1[CH:27]=[CH:26][CH:25]=[CH:24][CH:23]=1>CC(C)=O>[CH3:18][CH:17]([C:14]1[CH:15]=[CH:16][C:8]([O:7][CH2:10][C:9]2[CH:13]=[CH:14][CH:15]=[CH:16][CH:8]=2)=[C:9]([CH:13]=1)[C:10]([O:12][CH2:21][C:22]1[CH:27]=[CH:26][CH:25]=[CH:24][CH:23]=1)=[O:11])[CH3:19] |f:0.1.2|. Procedure: K2CO3 (3.83 g, 27.7 mmol) was added to a stirred solution of 2-hydroxy-5-(1-methylethyl)benzoic acid (may be prepared as described in Description 1; 2.0 g, 11.10 mmol) in acetone (80 ml), followed by the addition of (bromomethyl)benzene (4.75 g, 27.7 mmol). The mixture was refluxed for 12 h and then cooled to room temperature. The mixture was filtered and the filtrate was concentrated to a yellow solid. Flash chromatography over silica gel, using 1:10 ethyl acetate-petroleum ether yielded the ti... The reactants are OCCCC=1C=C(OCC(=O)OCC)C=CC1 (ethyl [3-(3-hydroxypropyl)phenoxy]acetate), TEA, O (water), CS(=O)(=O)Cl (Methanesulfonyl chloride). The solvent is C(Cl)Cl (DCM). Reaction conditions: time 1 hour. Yields the product CS(=O)(=O)OCCCC=1C=C(OCC(=O)OCC)C=CC1 (ethyl (3-{3-[(methylsulfonyl)oxy]propyl}phenoxy)acetate). Reaction SMILES: [OH:1][CH2:2][CH2:3][CH2:4][C:5]1[CH:6]=[C:7]([CH:15]=[CH:16][CH:17]=1)[O:8][CH2:9][C:10]([O:12][CH2:13][CH3:14])=[O:11].[CH3:18][S:19](Cl)(=[O:21])=[O:20].O>C(Cl)Cl>[CH3:18][S:19]([O:1][CH2:2][CH2:3][CH2:4][C:5]1[CH:6]=[C:7]([CH:15]=[CH:16][CH:17]=1)[O:8][CH2:9][C:10]([O:12][CH2:13][CH3:14])=[O:11])(=[O:21])=[O:20]. Procedure details: To a solution of ethyl [3-(3-hydroxypropyl)phenoxy]acetate (107.4 g) in DCM (1.07 L) was added TEA (113 mL) at ambient temperature. Methanesulfonyl chloride (45.4 mL) was added dropwise to the mixture at 0° C. The mixture was stirred for 1 hour at ambient temperature and water (1 L) was added to the mixture at the same temperature. The organic layer was washed with brine, dried over anhydrous MgSO4, filtered and evaporated in vacuo to afford ethyl (3-{3-[(methylsulfonyl)oxy]propyl}phenoxy)acetat... Reactants: ClCCl, O=C(O)Cc1cc(F)cc(F)c1, NC(C(=O)NC1C(=O)Nc2ccccc2OC1c1ccccc1)c1ccc(F)cc1, On1nnc2ccccc21. Product: O=C(Cc1cc(F)cc(F)c1)NC(C(=O)NC1C(=O)Nc2ccccc2OC1c1ccccc1)c1ccc(F)cc1. Reaction SMILES: [Cl:53][CH2:54][Cl:55].[F:31][c:32]1[cH:33][c:34]([CH2:39][C:40](=[O:41])[OH:42])[cH:35][c:36]([F:38])[cH:37]1.[NH2:1][CH:2]([C:3](=[O:4])[NH:5][CH:6]1[CH:7]([c:18]2[cH:19][cH:20][cH:21][cH:22][cH:23]2)[O:8][c:9]2[c:10]([cH:14][cH:15][cH:16][cH:17]2)[NH:11][C:12]1=[O:13])[c:24]1[cH:25][cH:26][c:27]([F:30])[cH:28][cH:29]1.[OH:43][n:44]1[c:45]2[c:46]([cH:47][cH:48][cH:49][cH:50]2)[n:51][n:52]1>>[NH:1]([CH:2]([C:3](=[O:4])[NH:5][CH:6]1[CH:7]([c:18]2[cH:19][cH:20][cH:21][cH:22][cH:23]2)[O:8][c:9]2[c:10]([cH:14][cH:15][cH:16][cH:17]2)[NH:11][C:12]1=[O:13])[c:24]1[cH:25][cH:26][c:27]([F:30])[cH:28][cH:29]1)[C:40]([CH2:39][c:34]1[cH:33][c:32]([F:31])[cH:37][c:36]([F:38])[cH:35]1)=[O:41]. The reactants are COc1cc(N2CCC(N3CCN(C)CC3)CC2)ccc1Nc1ncc(Br)c(-c2c[nH]c3ccccc23)n1, N#C[Zn]C#N, O=C(C=Cc1ccccc1)C=Cc1ccccc1, O=C(C=Cc1ccccc1)C=Cc1ccccc1, O=C(C=Cc1ccccc1)C=Cc1ccccc1, [Pd], [Pd], [Zn]. Product: COc1cc(N2CCC(N3CCN(C)CC3)CC2)ccc1Nc1ncc(C#N)c(-c2c[nH]c3ccccc23)n1. RXN SMILES: [Br:1][c:2]1[c:3](-[c:30]2[cH:31][nH:32][c:33]3[cH:34][cH:35][cH:36][cH:37][c:38]23)[n:4][c:5]([NH:8][c:9]2[c:10]([O:28][CH3:29])[cH:11][c:12]([N:15]3[CH2:16][CH2:17][CH:18]([N:21]4[CH2:22][CH2:23][N:24]([CH3:27])[CH2:25][CH2:26]4)[CH2:19][CH2:20]3)[cH:13][cH:14]2)[n:6][cH:7]1.[C:39](#[N:40])[Zn:41][C:42]#[N:43].[O:47]=[C:48]([CH:49]=[CH:50][c:51]1[cH:52][cH:53][cH:54][cH:55][cH:56]1)[CH:57]=[CH:58][c:59]1[cH:60][cH:61][cH:62][cH:63][cH:64]1.[O:65]=[C:66]([CH:67]=[CH:68][c:69]1[cH:70][cH:71][cH:72][cH:73][cH:74]1)[CH:75]=[CH:76][c:77]1[cH:78][cH:79][cH:80][cH:81][cH:82]1.[O:83]=[C:84]([CH:85]=[CH:86][c:87]1[cH:88][cH:89][cH:90][cH:91][cH:92]1)[CH:93]=[CH:94][c:95]1[cH:96][cH:97][cH:98][cH:99][cH:100]1.[Pd:45].[Pd:46].[Zn:44]>>[c:2]1([C:39]#[N:40])[c:3](-[c:30]2[cH:31][nH:32][c:33]3[cH:34][cH:35][cH:36][cH:37][c:38]23)[n:4][c:5]([NH:8][c:9]2[c:10]([O:28][CH3:29])[cH:11][c:12]([N:15]3[CH2:16][CH2:17][CH:18]([N:21]4[CH2:22][CH2:23][N:24]([CH3:27])[CH2:25][CH2:26]4)[CH2:19][CH2:20]3)[cH:13][cH:14]2)[n:6][cH:7]1. Starting materials: COC(OC)c1nc(C2CC(OS(C)(=O)=O)CN2C(=O)OCc2ccc([N+](=O)[O-])cc2)cs1, CC(C)=O, Cc1ccc(S(=O)(=O)O)cc1. RXN SMILES: [CH3:1][O:2][CH:3]([c:4]1[s:5][cH:6][c:7]([CH:9]2[N:10]([C:19](=[O:20])[O:21][CH2:22][c:23]3[cH:24][cH:25][c:26]([N+:29](=[O:30])[O-:31])[cH:27][cH:28]3)[CH2:11][CH:12]([O:14][S:15](=[O:16])(=[O:17])[CH3:18])[CH2:13]2)[n:8]1)[O:32][CH3:33].[CH3:45][C:46](=[O:47])[CH3:48].[c:34]1([CH3:35])[cH:36][cH:37][c:38]([S:39]([OH:40])(=[O:41])=[O:42])[cH:43][cH:44]1>>[O:2]=[CH:3][c:4]1[s:5][cH:6][c:7]([CH:9]2[N:10]([C:19](=[O:20])[O:21][CH2:22][c:23]3[cH:24][cH:25][c:26]([N+:29](=[O:30])[O-:31])[cH:27][cH:28]3)[CH2:11][CH:12]([O:14][S:15](=[O:16])(=[O:17])[CH3:18])[CH2:13]2)[n:8]1. Product: CS(=O)(=O)OC1CC(c2csc(C=O)n2)N(C(=O)OCc2ccc([N+](=O)[O-])cc2)C1.